describe an organic reaction: reactants, conditions, products, and yield From a dataset of the Open Reaction Database (ORD), a public repository of structured organic reaction records. The solvent is CO (methanol). As a reaction SMILES: C([O:3][C:4](=[O:25])[CH2:5][N:6]1[C:11]([Cl:12])=[CH:10][N:9]=[C:8]([NH:13][CH2:14][C:15]([F:23])([F:22])[C:16]2[CH:21]=[CH:20][CH:19]=[CH:18][N:17]=2)[C:7]1=[O:24])C.[OH-].[K+].Cl.[Cl-].[K+]>CO>[Cl:12][C:11]1[N:6]([CH2:5][C:4]([OH:25])=[O:3])[C:7](=[O:24])[C:8]([NH:13][CH2:14][C:15]([F:22])([F:23])[C:16]2[CH:21]=[CH:20][CH:19]=[CH:18][N:17]=2)=[N:9][CH:10]=1 |f:1.2,4.5|. Procedure details: To a stirred solution of 7.27 g (19.5 mmol) of [6-chloro-3-(2,2-difluoro-2-pyridin-2-yl-ethylamino)-2-oxo-2H-pyrazin-1-yl]-acetic acid ethyl ester in 200 mL of methanol was added 39 mL (39.0 mmol) of 1M aq. potassium hydroxide. After 3 h the solution was acidified to pH=7 using conc. HCl, and concentrated at reduced pressure (azeotrope with PhCH3) to give a white solid containing potassium chloride and the product. 1H NMR (CD3OD) δ 8.64 (d, 1H, 4.8 Hz), 7.93 (ddd,1H, 7.7, 7.7, 1.5 Hz), 7.70 (d, ... Reaction conditions: time 3 hour. The product is ClC1=CN=C(C(N1CC(=O)O)=O)NCC(C1=NC=CC=C1)(F)F ([6-Chloro-3-(2.2-difluoro-2-pyridin-2-yl-ethylamino)-2-oxo-2H-pyrazin 1-yl]-acetic acid). The reactants are C(C)OC(CN1C(C(=NC=C1Cl)NCC(C1=NC=CC=C1)(F)F)=O)=O ([6-chloro-3-(2,2-difluoro-2-pyridin-2-yl-ethylamino)-2-oxo-2H-pyrazin-1-yl]-acetic acid ethyl ester), [OH-].[K+] (potassium hydroxide), [Cl-].[K+] (potassium chloride), Cl (HCl).